The task is: describe an organic reaction: reactants, conditions, products, and yield. This data is from the Open Reaction Database (ORD), a public repository of structured organic reaction records. Conditions: time 48 hour. Product: ClCCCCN1CCC(CC1)C1=NOC2=C1C=CC(=C2)F (3-(1-(4-chlorobutyl)-4-piperidinyl)-6-fluoro-benzisoxazole). Procedure: 1-bromo-4-chlorobutane (9.4 g, 60 mmol) is dissolved in 50 ml of DMF, and thereto 4-(6-fluoro-1,2-benzisoxazolyl)-piperidine (4.4 g, 20 mmol) and anhydrous potassium carbonate powder (8.2 g, 60 mmol) is added. The mixture is stirred at room temperature for 48 hours and the reaction is terminated. To the reaction solution is added 100 ml of water and 100 ml of ethyl acetate. The mixture is shaked and the aqueous layer is further extracted with 100 ml of ethyl acetate. The ethyl acetate layers are... The reactants are FC1=CC2=C(C(=NO2)C2CCNCC2)C=C1 (4-(6-fluoro-1,2-benzisoxazolyl)-piperidine), C([O-])([O-])=O.[K+].[K+] (potassium carbonate), BrCCCCCl (1-bromo-4-chlorobutane). Yield: 29.0%. As a reaction SMILES: Br[CH2:2][CH2:3][CH2:4][CH2:5][Cl:6].[F:7][C:8]1[CH:22]=[CH:21][C:11]2[C:12]([CH:15]3[CH2:20][CH2:19][NH:18][CH2:17][CH2:16]3)=[N:13][O:14][C:10]=2[CH:9]=1.C(=O)([O-])[O-].[K+].[K+]>CN(C=O)C>[Cl:6][CH2:5][CH2:4][CH2:3][CH2:2][N:18]1[CH2:17][CH2:16][CH:15]([C:12]2[C:11]3[CH:21]=[CH:22][C:8]([F:7])=[CH:9][C:10]=3[O:14][N:13]=2)[CH2:20][CH2:19]1 |f:2.3.4|. Run in CN(C)C=O (DMF).